describe an organic reaction: reactants, conditions, products, and yield From a dataset of the Open Reaction Database (ORD), a public repository of structured organic reaction records. Starting materials: CN1CCNCC1Cc1ccccc1, Cn1c(-c2ccc(Cl)cc2)c(CCC(=O)O)c2cc(Cl)ccc21. Product: CN1CCN(C(=O)CCc2c(-c3ccc(Cl)cc3)n(C)c3ccc(Cl)cc23)CC1Cc1ccccc1. RXN SMILES: [CH3:24][N:25]1[CH:26]([CH2:31][c:32]2[cH:33][cH:34][cH:35][cH:36][cH:37]2)[CH2:27][NH:28][CH2:29][CH2:30]1.[Cl:1][c:2]1[cH:3][c:4]2[c:5]([CH2:19][CH2:20][C:21](=[O:22])[OH:23])[c:6](-[c:12]3[cH:13][cH:14][c:15]([Cl:18])[cH:16][cH:17]3)[n:7]([CH3:11])[c:8]2[cH:9][cH:10]1>>[Cl:1][c:2]1[cH:3][c:4]2[c:5]([CH2:19][CH2:20][C:21](=[O:22])[N:28]3[CH2:27][CH:26]([CH2:31][c:32]4[cH:33][cH:34][cH:35][cH:36][cH:37]4)[N:25]([CH3:24])[CH2:30][CH2:29]3)[c:6](-[c:12]3[cH:13][cH:14][c:15]([Cl:18])[cH:16][cH:17]3)[n:7]([CH3:11])[c:8]2[cH:9][cH:10]1. Yields the product COc1c(C=O)c2c(c(Sc3ccccc3)c1OC)CCN(C)CC2. As a reaction SMILES: [Br:1][c:2]1[c:3]([O:23][CH3:24])[c:4]([O:21][CH3:22])[c:5]([S:14][c:15]2[cH:16][cH:17][cH:18][cH:19][cH:20]2)[c:6]2[c:7]1[CH2:8][CH2:9][N:10]([CH3:13])[CH2:11][CH2:12]2.[CH2:32]([Li:33])[CH2:34][CH2:35][CH3:36].[CH3:25][c:26]1[cH:27][cH:28][cH:29][cH:30][cH:31]1.[CH3:39][N:40]([CH:41]=[O:42])[CH3:43].[CH3:44][CH2:45][CH2:46][CH2:47][CH2:48][CH3:49].[Na+:38].[OH-:37]>>[c:2]1([CH:41]=[O:42])[c:3]([O:23][CH3:24])[c:4]([O:21][CH3:22])[c:5]([S:14][c:15]2[cH:16][cH:17][cH:18][cH:19][cH:20]2)[c:6]2[c:7]1[CH2:8][CH2:9][N:10]([CH3:13])[CH2:11][CH2:12]2. Reactants: COc1c(Br)c2c(c(Sc3ccccc3)c1OC)CCN(C)CC2, [Li]CCCC, Cc1ccccc1, CN(C)C=O, CCCCCC, [Na+], [OH-]. Starting materials: BrC1=C(C=CC=C1C)C(C)=O (1-(2-bromo-3-methylphenyl)ethanone), B([C@H]1C[C@H]2C[C@@H]([C@@H]1C)C2(C)C)([C@H]3C[C@H]4C[C@@H]([C@@H]3C)C4(C)C)Cl ((+)-B-chlorodiisopinocampheylborane), N(CCO)CCO (diethanolamine). The solvent is O1CCCC1 (tetrahydrofuran), O1CCCC1 (tetrahydrofuran). Run at temperature -20 celsius, time 18 hour. The product is BrC1=C(C=CC=C1C)[C@@H](C)O ((1R)-1-(2-Bromo-3-methylphenyl)ethanol). The yield is 98.5%. Reaction SMILES: B(Cl)([C@@H]1[C@@H](C)[C@H]2C(C)(C)[C@H](C2)C1)[C@@H]1[C@@H](C)[C@H]2C(C)(C)[C@H](C2)C1.[Br:23][C:24]1[C:29]([CH3:30])=[CH:28][CH:27]=[CH:26][C:25]=1[C:31](=[O:33])[CH3:32].N(CCO)CCO>O1CCCC1>[Br:23][C:24]1[C:29]([CH3:30])=[CH:28][CH:27]=[CH:26][C:25]=1[C@H:31]([OH:33])[CH3:32]. Procedure details: (+)-B-chlorodiisopinocampheylborane (8.46 g, 26.4 mmol) was dissolved in tetrahydrofuran (150 mL), cooled to −20° C., slowly added dropwise with a solution of 1-(2-bromo-3-methylphenyl)ethanone (4.30 g, 20.3 mmol) described in US 2007/167506 in tetrahydrofuran (50 mL), and stirred for 18 hours. The reaction solution was added with diethanolamine (6.38 g, 60.8 mmol), cooled to room temperature, and stirred at room temperature for 3 hours. The reaction solution was concentrated under reduced press... The reactants are BrC=1C=C(CN2N=C(N(C2=O)C[C@@H](C(F)(F)F)O)C2=CC=C(C=C2)Cl)C=CC1 (2-(3-Bromobenzyl)-5-(4-chlorophenyl)-4-[(2S)-3,3,3-trifluoro-2-hydroxypropyl]-2,4-dihydro-3H-1,2,4-triazol-3-one), ClC1=C(C=CC=C1Cl)B(O)O (2,3-dichlorophenylboronic acid). Yields the product ClC1=CC=C(C=C1)C=1N(C(N(N1)CC=1C=C(C=CC1)C1=C(C(=CC=C1)Cl)Cl)=O)C[C@@H](C(F)(F)F)O (5-(4-Chlorophenyl)-2-[(2′,3′-dichlorobiphenyl-3-yl)methyl]-4-[(2S)-3,3,3-trifluoro-2-hydroxypropyl]-2,4-dihydro-3H-1,2,4-triazol-3-one). RXN SMILES: Br[C:2]1[CH:3]=[C:4]([CH:26]=[CH:27][CH:28]=1)[CH2:5][N:6]1[C:10](=[O:11])[N:9]([CH2:12][C@H:13]([OH:18])[C:14]([F:17])([F:16])[F:15])[C:8]([C:19]2[CH:24]=[CH:23][C:22]([Cl:25])=[CH:21][CH:20]=2)=[N:7]1.[Cl:29][C:30]1[C:35]([Cl:36])=[CH:34][CH:33]=[CH:32][C:31]=1B(O)O>>[Cl:25][C:22]1[CH:23]=[CH:24][C:19]([C:8]2[N:9]([CH2:12][C@H:13]([OH:18])[C:14]([F:17])([F:16])[F:15])[C:10](=[O:11])[N:6]([CH2:5][C:4]3[CH:3]=[C:2]([C:34]4[CH:33]=[CH:32][CH:31]=[C:30]([Cl:29])[C:35]=4[Cl:36])[CH:28]=[CH:27][CH:26]=3)[N:7]=2)=[CH:20][CH:21]=1. Procedure details: Analogously to the preparation of Example 122, 94 mg (0.20 mmol) of the compound from Example 102A were reacted with 56 mg (0.23 mmol) of 2,3-dichlorophenylboronic acid. This gave 48 mg (45% of theory) of the target compound. The solvent is C(C)O (ethanol), C(C)C(=O)C (methyl ethyl ketone). Reaction SMILES: [NH2:1][C:2]1[S:3][CH2:4][CH2:5][N:6]=1.[C:7]([C:11]1[CH:12]=[C:13]([CH:18]=[C:19]([C:22]([CH3:25])([CH3:24])[CH3:23])[C:20]=1[OH:21])[C:14](=O)[CH2:15]Br)([CH3:10])([CH3:9])[CH3:8].N.O>C(C(C)=O)C.C(O)C>[C:22]([C:19]1[CH:18]=[C:13]([C:14]2[N:1]=[C:2]3[N:6]([CH:15]=2)[CH2:5][CH2:4][S:3]3)[CH:12]=[C:11]([C:7]([CH3:10])([CH3:9])[CH3:8])[C:20]=1[OH:21])([CH3:25])([CH3:24])[CH3:23]. Isolated yield 71.2%. Run at time 30 minute. Yields the product C(C)(C)(C)C=1C=C(C=C(C1O)C(C)(C)C)C=1N=C2SCCN2C1 (6-(3,5-di-tert-butyl-4-hydroxyphenyl)-2,3-dihydroimidazo[2,1-b]thiazole). The reactants are O (water), N (ammonia), C(C)(C)(C)C=1C=C(C(CBr)=O)C=C(C1O)C(C)(C)C (3,5-di-tert-butyl-4-hydroxyphenacyl bromide), resultant mixture, NC=1SCCN1 (2-amino-2-thiazoline). Procedure details: In 300 ml of methyl ethyl ketone was dissolved 10.2 g of 2-amino-2-thiazoline and after adding 32.7 g of 3,5-di-tert-butyl-4-hydroxyphenacyl bromide was added portionwise to the solution followed by stirring for 30 minutes at room temperature, the resultant mixture was refluxed for one hour. Then, the solvent was distilled off under reduced pressure, the crystals thus formed were dissolved in 200 ml of ethanol, and the solution was refluxed for 4 hours. The reaction mixture was basified with the... Starting materials: CC(C)(C)O, CC=C(C)C, [O-][Cl+][O-], O=Cc1cc(-c2ccc(C(F)(F)F)cc2)cs1, [Na+], [Na+], O, O=P([O-])(O)O. Product: O=C(O)c1cc(-c2ccc(C(F)(F)F)cc2)cs1. RXN SMILES: [C:34]([OH:35])([CH3:36])([CH3:37])[CH3:38].[CH3:18][C:19](=[CH:20][CH3:21])[CH3:22].[Cl+:23]([O-:24])[O-:25].[F:1][C:2]([c:3]1[cH:4][cH:5][c:6](-[c:9]2[cH:10][c:11]([CH:14]=[O:15])[s:12][cH:13]2)[cH:7][cH:8]1)([F:16])[F:17].[Na+:26].[Na+:32].[OH2:33].[P:27]([O-:28])([OH:29])([OH:30])=[O:31]>>[F:1][C:2]([c:3]1[cH:4][cH:5][c:6](-[c:9]2[cH:10][c:11]([C:14](=[O:15])[OH:24])[s:12][cH:13]2)[cH:7][cH:8]1)([F:16])[F:17]. The reactants are COC(=O)c1ccc(NC(=O)N2CCC(c3ccccc3)C(CN(C(=O)OC(C)(C)C)C(C)c3cccc4ccccc34)C2)c(OC)c1, C1CCOC1, CO, Cl, [Na+], [OH-]. Product: COc1cc(C(=O)O)ccc1NC(=O)N1CCC(c2ccccc2)C(CN(C(=O)OC(C)(C)C)C(C)c2cccc3ccccc23)C1. As a reaction SMILES: [C:1]([CH3:2])([CH3:3])([CH3:4])[O:5][C:6](=[O:7])[N:8]([CH:9]([CH3:10])[c:11]1[cH:12][cH:13][cH:14][c:15]2[cH:16][cH:17][cH:18][cH:19][c:20]12)[CH2:21][CH:22]1[CH2:23][N:24]([C:34](=[O:35])[NH:36][c:37]2[c:38]([O:47][CH3:48])[cH:39][c:40]([C:41](=[O:42])[O:43][CH3:44])[cH:45][cH:46]2)[CH2:25][CH2:26][CH:27]1[c:28]1[cH:29][cH:30][cH:31][cH:32][cH:33]1.[CH2:49]1[O:50][CH2:51][CH2:52][CH2:53]1.[CH3:57][OH:58].[ClH:56].[Na+:55].[OH-:54]>>[C:1]([CH3:2])([CH3:3])([CH3:4])[O:5][C:6](=[O:7])[N:8]([CH:9]([CH3:10])[c:11]1[cH:12][cH:13][cH:14][c:15]2[cH:16][cH:17][cH:18][cH:19][c:20]12)[CH2:21][CH:22]1[CH2:23][N:24]([C:34](=[O:35])[NH:36][c:37]2[c:38]([O:47][CH3:48])[cH:39][c:40]([C:41](=[O:42])[OH:43])[cH:45][cH:46]2)[CH2:25][CH2:26][CH:27]1[c:28]1[cH:29][cH:30][cH:31][cH:32][cH:33]1. The reactants are ClC=1C=C2C=3N(C(C(NC3C1)=O)=O)[C@@H](CC2)CC(NC2=C(C=C(C=C2)CNC(=O)OC(C)(C)C)CC(=O)O)=O ((S)-9-chloro-5-[p-tert-butoxycarbonylaminomethyl-o-(carboxymethyl)phenylcarbamoylmethyl]-6,7-dihydro-1H, 5H-pyrido[1,2,3-de]quinoxaline-2,3-dione). The solvent is Cl (hydrogen chloride), O1CCOCC1 (1,4-dioxane), C(C)OCC (diethyl ether). Run at time 8 hour. Yields the product Cl.ClC=1C=C2C=3N(C(C(NC3C1)=O)=O)[C@@H](CC2)CC(NC2=C(C=C(C=C2)CN)CC(=O)O)=O ((S)-9-Chloro-5-[p-aminomethyl-o-(carboxymethyl)phenylcarbamoylmethyl]-6,7-dihydro-1H, 5H-pyrido[1,2,3-de]quinoxaline-2,3-dione hydrochloride). The yield is 187.8%. Reaction SMILES: [Cl:1][C:2]1[CH:3]=[C:4]2[CH2:16][CH2:15][C@@H:14]([CH2:17][C:18](=[O:39])[NH:19][C:20]3[CH:25]=[CH:24][C:23]([CH2:26][NH:27]C(OC(C)(C)C)=O)=[CH:22][C:21]=3[CH2:35][C:36]([OH:38])=[O:37])[N:6]3[C:7](=[O:13])[C:8](=[O:12])[NH:9][C:10]([CH:11]=1)=[C:5]23>Cl.O1CCOCC1.C(OCC)C>[ClH:1].[Cl:1][C:2]1[CH:3]=[C:4]2[CH2:16][CH2:15][C@@H:14]([CH2:17][C:18](=[O:39])[NH:19][C:20]3[CH:25]=[CH:24][C:23]([CH2:26][NH2:27])=[CH:22][C:21]=3[CH2:35][C:36]([OH:38])=[O:37])[N:6]3[C:7](=[O:13])[C:8](=[O:12])[NH:9][C:10]([CH:11]=1)=[C:5]23 |f:4.5|. Reported procedure: A suspension of (S)-9-chloro-5-[p-tert-butoxycarbonylaminomethyl-o-(carboxymethyl)phenylcarbamoylmethyl]-6,7-dihydro-1H, 5H-pyrido[1,2,3-de]quinoxaline-2,3-dione (1.499 g) in 2N hydrogen chloride in 1,4-dioxane (30 mL) was stirred overnight at room temperature and diluted with diethyl ether. The precipitates were collected and recrystallized from water to give 1.247 g of the title compound (79%).